Dataset: the Open Reaction Database (ORD), a public repository of structured organic reaction records. Task: describe an organic reaction: reactants, conditions, products, and yield Starting materials: BrC=1C(=C(C=C(C1)C1C(=C(NC=2CC(CC(C12)=O)CCC)C)C#N)NS(=O)(=O)CCC)NCC1=C(C=CC=C1)[N+](=O)[O-] (Propane-1-sulfonic acid [3-bromo-5-(3-cyano-2-methyl-5-oxo-7-propyl-1,4,5,6,7,8-hexahydro-quinolin-4-yl)-2-(2-nitro-benzylamino)-phenyl]-amide), C(C)(=O)O (acetic acid). The reagents and catalysts are [Zn] (Zinc). Run in C1CCOC1 (THF). Reaction conditions: time 3 hour. The product is NC1=C(CNC2=C(C=C(C=C2Br)C2C(=C(NC=3CC(CC(C23)=O)CCC)C)C#N)NS(=O)(=O)CCC)C=CC=C1 (Propane-1-sulfonic acid [2-(2-amino-benzylamino)-3-bromo-5-(3-cyano-2-methyl-5-oxo-7-propyl-1,4,5,6,7,8-hexahydro-quinolin-4-yl)-phenyl]-amide). RXN SMILES: [Br:1][C:2]1[C:3]([NH:32][CH2:33][C:34]2[CH:39]=[CH:38][CH:37]=[CH:36][C:35]=2[N+:40]([O-])=O)=[C:4]([NH:25][S:26]([CH2:29][CH2:30][CH3:31])(=[O:28])=[O:27])[CH:5]=[C:6]([CH:8]2[C:17]3[C:16](=[O:18])[CH2:15][CH:14]([CH2:19][CH2:20][CH3:21])[CH2:13][C:12]=3[NH:11][C:10]([CH3:22])=[C:9]2[C:23]#[N:24])[CH:7]=1.C(O)(=O)C>C1COCC1.[Zn]>[NH2:40][C:35]1[CH:36]=[CH:37][CH:38]=[CH:39][C:34]=1[CH2:33][NH:32][C:3]1[C:2]([Br:1])=[CH:7][C:6]([CH:8]2[C:17]3[C:16](=[O:18])[CH2:15][CH:14]([CH2:19][CH2:20][CH3:21])[CH2:13][C:12]=3[NH:11][C:10]([CH3:22])=[C:9]2[C:23]#[N:24])=[CH:5][C:4]=1[NH:25][S:26]([CH2:29][CH2:30][CH3:31])(=[O:27])=[O:28]. Procedure: Propane-1-sulfonic acid [3-bromo-5-(3-cyano-2-methyl-5-oxo-7-propyl-1,4,5,6,7,8-hexahydro-quinolin-4-yl)-2-(2-nitro-benzylamino)-phenyl]-amide (1.21 g) and acetic acid (1.6 ml) were dissolved in THF (150 ml). Zinc dust (2.32 g) was added under vigorous stirring. After 3 h, the mixture was filtered, diluted with ethyl acetate and washed with sat. aq. NaHCO3. The residue was purified by chromatography on silicagel in heptane/ethyl acetate 1/0→0/1 (v/v) as eluent. Starting materials: COC(=O)c1ccc(-c2cnc(S(C)=O)nn2)cc1F, NN, C1CCOC1, O. The product is COC(=O)c1ccc(-c2cnc(NN)nn2)cc1F. Reaction SMILES: [F:1][c:2]1[c:3]([C:4](=[O:5])[O:6][CH3:7])[cH:8][cH:9][c:10](-[c:12]2[cH:13][n:14][c:15]([S:18]([CH3:19])=[O:20])[n:16][n:17]2)[cH:11]1.[NH2:22][NH2:23].[O:24]1[CH2:25][CH2:26][CH2:27][CH2:28]1.[OH2:21]>>[F:1][c:2]1[c:3]([C:4](=[O:5])[O:6][CH3:7])[cH:8][cH:9][c:10](-[c:12]2[cH:13][n:14][c:15]([NH:22][NH2:23])[n:16][n:17]2)[cH:11]1. Starting materials: FC(C=1C=C(C(=O)O)C=CC1)(F)F (3-trifluoromethyl benzoic acid), NCCNC1=C2N=CN(C2=NC(=N1)Cl)C1CCCC1 (N-(2-aminoethyl)-2-chloro-9-cyclopentyl-9H-purin-6-amine), O.ON1N=NC2=C1C=CC=C2 (1-hydroxybenzotriazole hydrate), Cl.CN(CCCN=C=NCC)C (1-(3-dimethylaminopropyl)-3-ethylcarbodiimide hydrochloride). Solvent: ClCCl (dichloromethane), O (Water). Run at time 30 minute. Product: ClC1=NC(=C2N=CN(C2=N1)C1CCCC1)NCCNC(C1=CC(=CC=C1)C(F)(F)F)=O (N-[2-[(2-chloro-9-cyclopentyl-9H-purin-6-yl)-amino]-ethyl]-3-(trifluoromethyl)-benzamide). Reaction SMILES: [NH2:1][CH2:2][CH2:3][NH:4][C:5]1[N:13]=[C:12]([Cl:14])[N:11]=[C:10]2[C:6]=1[N:7]=[CH:8][N:9]2[CH:15]1[CH2:19][CH2:18][CH2:17][CH2:16]1.O.ON1C2C=CC=CC=2N=N1.Cl.CN(C)CCCN=C=NCC.[F:43][C:44]([F:55])([F:54])[C:45]1[CH:46]=[C:47]([CH:51]=[CH:52][CH:53]=1)[C:48](O)=[O:49]>ClCCl.O>[Cl:14][C:12]1[N:11]=[C:10]2[C:6]([N:7]=[CH:8][N:9]2[CH:15]2[CH2:19][CH2:18][CH2:17][CH2:16]2)=[C:5]([NH:4][CH2:3][CH2:2][NH:1][C:48](=[O:49])[C:47]2[CH:51]=[CH:52][CH:53]=[C:45]([C:44]([F:43])([F:54])[F:55])[CH:46]=2)[N:13]=1 |f:1.2,3.4|. Reported procedure: 280 mg of the product obtained in Stage 1 of Example 7, 203 mg of 1-hydroxybenzotriazole hydrate, 287 mg of 1-(3-dimethylaminopropyl)-3-ethylcarbodiimide hydrochloride in 4 ml of dichloromethane are mixed together, 230 mg of 3-trifluoromethyl benzoic acid is added and agitation is carried out for 6 hours and 30 minutes at ambient temperature. Water is added, followed by separating, washing with ether, drying and 307 mg of expected product is collected.